This data is from the Open Reaction Database (ORD), a public repository of structured organic reaction records. The task is: describe an organic reaction: reactants, conditions, products, and yield Starting materials: Cl.COC([C@@H](N)CC1=CC=CC=C1)=O (L-Phenylalanine methyl ester hydrochloride), ClC=1C=C2C=C(NC2=CC1)C(=O)O (5-chloro-1 H-indole-2-carboxylic acid). The product is COC([C@H](CC1=CC=CC=C1)NC(=O)C=1NC2=CC=C(C=C2C1)Cl)=O ((2S)-[(5-Chloro-1H-indole-2-carbonyl)-amino]-3-phenyl-propionic acid methyl ester). Reaction SMILES: Cl.[CH3:2][O:3][C:4](=[O:14])[C@H:5]([CH2:7][C:8]1[CH:13]=[CH:12][CH:11]=[CH:10][CH:9]=1)[NH2:6].[Cl:15][C:16]1[CH:17]=[C:18]2[C:22](=[CH:23][CH:24]=1)[NH:21][C:20]([C:25](O)=[O:26])=[CH:19]2>>[CH3:2][O:3][C:4](=[O:14])[C@@H:5]([NH:6][C:25]([C:20]1[NH:21][C:22]2[C:18]([CH:19]=1)=[CH:17][C:16]([Cl:15])=[CH:24][CH:23]=2)=[O:26])[CH2:7][C:8]1[CH:13]=[CH:12][CH:11]=[CH:10][CH:9]=1 |f:0.1|. Procedure details: L-Phenylalanine methyl ester hydrochloride (77.0 mmol) and 5-chloro-1 H-indole-2-carboxylic acid (77 mmol) were coupled according to procedure A (0-25° C.) and the product purified by chromatography on silica gel in 10 and 20% ethyl acetate-hexanes giving the title substance as an off-white solid (22.12 g, 81%): mp 156-157° C.; HPLC (60/40) 9.5 minutes (98%); PBMS 357/359 (MH+, 100%). The reactants are C1(=CC=CC=C1)O (phenol), SCCC(=O)O (3-mercaptopropionic acid), CC1=CC2=CC=C(C=C2C=C1)C (2,6-dimethylnaphthalene). Run in C(Cl)Cl (methylene chloride). Conditions: temperature 65 celsius, time 8 hour. The product is COC(=O)C1CCOCC1 (THPE). As a reaction SMILES: [C:1]1([OH:7])[CH:6]=[CH:5][CH:4]=[CH:3]C=1.SCC[C:11]([OH:13])=[O:12].[CH3:14]C1C=CC2C(=CC=C(C)C=2)C=1>C(Cl)Cl>[CH3:14][O:13][C:11]([CH:5]1[CH2:4][CH2:3][O:7][CH2:1][CH2:6]1)=[O:12]. Procedure: A mixture of 94 grams (1.0 mol) of phenol, 5.31 g (0.0500 mol) of 3-mercaptopropionic acid, 10 g of LEWATIT BE ion exchange resin and 1.0 g of 2,6-dimethylnaphthalene (internal standard for liquid chromatography analysis) was heated to about 65° C. in a round bottom flask equipped with a condenser, an internal thermometer and a mechanical stirrer. The solution was held under a static nitrogen atmosphere and stirred at about 65° C. for about 8 hrs. after which the THPE was isolated by precipitati... Product: COC1=C(CN2C[C@H]([C@@H](C2)C)C=2NC(C3=C(N2)N(N=C3)C3CCOCC3)=O)C=CC=C1 (6-[(3S,4S)-1-(2-methoxybenzyl)-4-methylpyrrolidin-3-yl]-1-(tetrahydro-2H-pyran-4-yl)-1,5-dihydro-4H-pyrazolo[3,4-d]pyrimidin-4-one). Reactants: C[C@H]1[C@@H](CN(C1)CC=1C=NC(=NC1)C)C=1NC(C2=C(N1)N(N=C2)C2CCOCC2)=O (6-{(3S,4S)-4-methyl-1-[(2-methylpyrimidin-5-yl)methyl]pyrrolidin-3-yl}-1-(tetrahydro-2H-pyran-4-yl)-1,5-dihydro-4H-pyrazolo[3,4-d]pyrimidin-4-one), C(#N)[BH3-].[Na+] (sodium cyano borohydride), COC1=C(C=O)C=CC=C1 (2-methoxybenzaldehyde). Procedure details: Following the procedure for the preparation of 6-{(3S,4S)-4-methyl-1-[(2-methylpyrimidin-5-yl)methyl]pyrrolidin-3-yl}-1-(tetrahydro-2H-pyran-4-yl)-1,5-dihydro-4H-pyrazolo[3,4-d]pyrimidin-4-one but substituting sodium cyano borohydride and 2-methoxybenzaldehyde provided the title compound. 400 MHz 1H NMR (CDCl3) δ 8.00 (s, 1H), 7.29-7.22 (m, 2H), 6.92-6.88 (m, 2H), 4.83-4.75 (m, 1H), 4.14-4.08 (m, 2H), 3.93 (s, 3H), 3.76-3.69 (m, 2H), 3.62-3.54 (m, 2H), 3.34 (t, J=8.7 Hz, 1H), 3.01 (d, J=9.5 Hz, ... As a reaction SMILES: [CH3:1][C@@H:2]1[CH2:6][N:5](CC2C=NC(C)=NC=2)[CH2:4][C@H:3]1[C:15]1[NH:16][C:17](=[O:30])[C:18]2[CH:23]=[N:22][N:21]([CH:24]3[CH2:29][CH2:28][O:27][CH2:26][CH2:25]3)[C:19]=2[N:20]=1.C([BH3-])#N.[Na+].[CH3:35][O:36][C:37]1[CH:44]=[CH:43][CH:42]=[CH:41][C:38]=1[CH:39]=O>>[CH3:35][O:36][C:37]1[CH:44]=[CH:43][CH:42]=[CH:41][C:38]=1[CH2:39][N:5]1[CH2:6][C@@H:2]([CH3:1])[C@H:3]([C:15]2[NH:16][C:17](=[O:30])[C:18]3[CH:23]=[N:22][N:21]([CH:24]4[CH2:29][CH2:28][O:27][CH2:26][CH2:25]4)[C:19]=3[N:20]=2)[CH2:4]1 |f:1.2|. Reagents/catalysts: [Pd] (Pd/C). The product is C1(CCCC1)C1=NC(=CC(=C1)C1=NN=C(O1)C1=CC(=C(C(=C1)C)O)CC)OC (4-[5-(2-cyclopentyl-6-methoxy-pyridin-4-yl)-[1,3,4]oxadiazol-2-yl]-2-ethyl-6-methyl-phenol). Procedure details: Pd/C (150 mg, 10% Pd) is added to a solution of 4-[5-(4-benzyloxy-3-ethyl-5-methyl-phenyl)-[1,3,4]oxadiazol-2-yl]-2-cyclopentyl-6-methoxy-pyridine (750 mg, 1.60 mmol) in THF (20 mL) and methanol (20 mL). The mixture is stirred under 1 bar of H2 at rt for 24 h. The catalyst is removed by filtration and the filtrate is concentrated and dried to give 4-[5-(2-cyclopentyl-6-methoxy-pyridin-4-yl)-[1,3,4]oxadiazol-2-yl]-2-ethyl-6-methyl-phenol (495 mg) as a white solid; LC-MS**: tR=0.91 min, [M+H]+=380... Yield: 81.5%. As a reaction SMILES: C([O:8][C:9]1[C:14]([CH3:15])=[CH:13][C:12]([C:16]2[O:20][C:19]([C:21]3[CH:26]=[C:25]([O:27][CH3:28])[N:24]=[C:23]([CH:29]4[CH2:33][CH2:32][CH2:31][CH2:30]4)[CH:22]=3)=[N:18][N:17]=2)=[CH:11][C:10]=1[CH2:34][CH3:35])C1C=CC=CC=1>C1COCC1.CO.[Pd]>[CH:29]1([C:23]2[CH:22]=[C:21]([C:19]3[O:20][C:16]([C:12]4[CH:13]=[C:14]([CH3:15])[C:9]([OH:8])=[C:10]([CH2:34][CH3:35])[CH:11]=4)=[N:17][N:18]=3)[CH:26]=[C:25]([O:27][CH3:28])[N:24]=2)[CH2:30][CH2:31][CH2:32][CH2:33]1. Reaction conditions: time 24 hour. The solvent is C1CCOC1 (THF), CO (methanol). The reactants are C(C1=CC=CC=C1)OC1=C(C=C(C=C1C)C1=NN=C(O1)C1=CC(=NC(=C1)OC)C1CCCC1)CC (4-[5-(4-benzyloxy-3-ethyl-5-methyl-phenyl)-[1,3,4]oxadiazol-2-yl]-2-cyclopentyl-6-methoxy-pyridine). Reactants: CC#N, O=C1CCC(=O)N1I, Cc1ccc(-c2noc(-c3cc(-c4ccccn4)no3)n2)cc1. Product: Cc1ccc(-c2noc(-c3onc(-c4ccccn4)c3I)n2)cc1. As a reaction SMILES: [CH3:32][C:33]#[N:34].[I:24][N:25]1[C:26](=[O:27])[CH2:28][CH2:29][C:30]1=[O:31].[n:1]1[c:2](-[c:7]2[n:8][o:9][c:10](-[c:12]3[n:13][c:14](-[c:17]4[cH:18][cH:19][c:20]([CH3:23])[cH:21][cH:22]4)[n:15][o:16]3)[cH:11]2)[cH:3][cH:4][cH:5][cH:6]1>>[n:1]1[c:2](-[c:7]2[n:8][o:9][c:10](-[c:12]3[n:13][c:14](-[c:17]4[cH:18][cH:19][c:20]([CH3:23])[cH:21][cH:22]4)[n:15][o:16]3)[c:11]2[I:24])[cH:3][cH:4][cH:5][cH:6]1. Starting materials: BrCCl (bromochloromethane), [Cl-].[NH4+] (ammonium chloride), N1=C(C=CC=C1)C(C#N)CCOC1OCCCC1 (2-(Pyridin-2-yl)-4-(tetrahydropyran-2-yloxy)butyro-nitrile), C(C)(C)[N-]C(C)C.[Li+] (lithium diisopropylamide). Solvent: C1CCOC1 (THF), C1CCOC1 (THF). Reaction conditions: time 1 hour. Product: ClCC(C#N)(CCOC1OCCCC1)C1=NC=CC=C1 (2-chloromethyl-2-(pyridin-2-yl)-4-(tetrahydropyran-2-yloxy)butyronitrile). The yield is 80.0%. RXN SMILES: [N:1]1[CH:6]=[CH:5][CH:4]=[CH:3][C:2]=1[CH:7]([CH2:10][CH2:11][O:12][CH:13]1[CH2:18][CH2:17][CH2:16][CH2:15][O:14]1)[C:8]#[N:9].C([N-]C(C)C)(C)C.[Li+].Br[CH2:28][Cl:29].[Cl-].[NH4+]>C1COCC1>[Cl:29][CH2:28][C:7]([C:2]1[CH:3]=[CH:4][CH:5]=[CH:6][N:1]=1)([CH2:10][CH2:11][O:12][CH:13]1[CH2:18][CH2:17][CH2:16][CH2:15][O:14]1)[C:8]#[N:9] |f:1.2,4.5|. Procedure details: A solution of 20 g of the compound obtained in Step 1 in 400 ml of THF was stirred at −78° C. under atmosphere of nitrogen, and then, 45 ml of 2M lithium diisopropylamide solution was slowly added thereto. The resulting mixture was stirred for one hour and thereto was slowly added a solution of 13.62 g of bromochloromethane in 30 ml of THF. After one hour, the resulting mixture was stirred at room temperature for four hours. After the reaction was completed, an aqueous ammonium chloride solution...